From a dataset of the Open Reaction Database (ORD), a public repository of structured organic reaction records. describe an organic reaction: reactants, conditions, products, and yield The reactants are C(C)(C)C1=NC=CC2=C(C=CC=C12)CNC(C(Cl)Cl)=O (1-isopropyl-5-dichloroacetylaminomethylisoquinoline). Run in Cl (hydrochloric acid). Conditions: time 1 hour. Product: C(C)(C)C1=NC=CC2=C(C=CC=C12)CN (1-isopropyl-5-aminomethylisoquinoline). The yield is 67.6%. As a reaction SMILES: [CH:1]([C:4]1[C:13]2[C:8](=[C:9]([CH2:14][NH:15]C(=O)C(Cl)Cl)[CH:10]=[CH:11][CH:12]=2)[CH:7]=[CH:6][N:5]=1)([CH3:3])[CH3:2]>Cl>[CH:1]([C:4]1[C:13]2[C:8](=[C:9]([CH2:14][NH2:15])[CH:10]=[CH:11][CH:12]=2)[CH:7]=[CH:6][N:5]=1)([CH3:3])[CH3:2]. Reported procedure: Twenty grams of 1-isopropyl-5-dichloroacetylaminomethylisoquinoline was dissolved in 100 ml of conc. hydrochloric acid. The solution was heated with stirring for 1 hour. The reaction mixture was concentrated, made weakly alkaline with an aqueous solution of sodium hydroxide, and extracted with benzene to afford 8.7 g of 1-isopropyl-5-aminomethylisoquinoline as an oil. Reaction SMILES: [CH3:23][O:24][c:25]1[cH:26][cH:27][c:28]([P:29]2(=[S:32])[S:30][P:31]([c:33]3[cH:34][cH:35][c:36]([O:37][CH3:38])[cH:39][cH:40]3)(=[S:41])[S:42]2)[cH:43][cH:44]1.[CH3:45][c:46]1[cH:47][cH:48][cH:49][cH:50][cH:51]1.[Cl:1][c:2]1[cH:3][cH:4][c:5](-[c:8]2[o:9][c:10]3[c:11]([n:12]2)[cH:13][c:14]([NH:17][C:18]([CH:19]([CH3:20])[CH3:21])=[O:22])[cH:15][cH:16]3)[cH:6][cH:7]1.[OH2:52]>>[Cl:1][c:2]1[cH:3][cH:4][c:5](-[c:8]2[o:9][c:10]3[c:11]([n:12]2)[cH:13][c:14]([NH:17][C:18]([CH:19]([CH3:20])[CH3:21])=[S:32])[cH:15][cH:16]3)[cH:6][cH:7]1. Starting materials: COc1ccc(P2(=S)SP(=S)(c3ccc(OC)cc3)S2)cc1, Cc1ccccc1, CC(C)C(=O)Nc1ccc2oc(-c3ccc(Cl)cc3)nc2c1, O. Product: CC(C)C(=S)Nc1ccc2oc(-c3ccc(Cl)cc3)nc2c1. Reactants: I.CC1=NN(C(=N1)C)C1=C(C=C(C=C1)NC(=N)SC)F (Methyl 4-(3,5-dimethyl-1H-1,2,4-triazol-1-yl)-3-fluorophenylcarbamimidothioate, hydroiodide), C(C)(C)N(C(C)C)CC (N,N-diisopropylethylamine), NN (hydrazine), ClCCCCC(C(=O)O)C1=CC=C(C=C1)OCC(F)F (6-chloro-2-(4-(2,2-difluoroethoxy)phenyl)hexanoic acid), CN1CCOCC1 (N-methylmorpholine). Product: ClCCCCC(C1=CC=C(C=C1)OCC(F)F)C1=NC(=NN1)NC1=CC(=C(C=C1)N1N=C(N=C1C)C)F (5-(5-chloro-1-(4-(2,2-difluoroethoxy)phenyl)pentyl)-N-(4-(3,5-dimethyl-1H-1,2,4-triazol-1-yl)-3-fluorophenyl)-1H-1,2,4-triazol-3-amine). Reaction SMILES: I.[CH3:2][C:3]1[N:7]=[C:6]([CH3:8])[N:5]([C:9]2[CH:14]=[CH:13][C:12]([NH:15][C:16](SC)=[NH:17])=[CH:11][C:10]=2[F:20])[N:4]=1.[Cl:21][CH2:22][CH2:23][CH2:24][CH2:25][CH:26]([C:30]1[CH:35]=[CH:34][C:33]([O:36][CH2:37][CH:38]([F:40])[F:39])=[CH:32][CH:31]=1)[C:27](O)=O.CN1CCOCC1.C(N(CC)C(C)C)(C)C.[NH2:57][NH2:58]>>[Cl:21][CH2:22][CH2:23][CH2:24][CH2:25][CH:26]([C:27]1[NH:58][N:57]=[C:16]([NH:15][C:12]2[CH:13]=[CH:14][C:9]([N:5]3[C:6]([CH3:8])=[N:7][C:3]([CH3:2])=[N:4]3)=[C:10]([F:20])[CH:11]=2)[N:17]=1)[C:30]1[CH:35]=[CH:34][C:33]([O:36][CH2:37][CH:38]([F:40])[F:39])=[CH:32][CH:31]=1 |f:0.1|. Procedure: Methyl 4-(3,5-dimethyl-1H-1,2,4-triazol-1-yl)-3-fluorophenylcarbamimidothioate, hydroiodide (600 mg, 1.47 mmol, from preparation T) and 6-chloro-2-(4-(2,2-difluoroethoxy)phenyl)hexanoic acid (475 mg, 1.55 mmol, from preparation AX) were coupled [N-methylmorpholine (0.810 mL, 7.37 mmol) was substituted for N,N-diisopropylethylamine] and then reacted with hydrazine (0.231 mL, 7.37 mmol) using a procedure analogous to Step A of Example 13. After an aqueous workup, crude 5-(5-chloro-1-(4-(2,2-difluo...